From a dataset of the Open Reaction Database (ORD), a public repository of structured organic reaction records. describe an organic reaction: reactants, conditions, products, and yield The reactants are CCN(CC)CCOc1ccc(N(C(=O)c2ccc([N+](=O)[O-])cc2)c2ccccc2)cc1, CCO. Product: CCN(CC)CCOc1ccc(N(C(=O)c2ccc(N)cc2)c2ccccc2)cc1. RXN SMILES: [CH2:1]([CH3:2])[N:3]([CH2:4][CH2:5][O:6][c:7]1[cH:8][cH:9][c:10]([N:11]([C:12]([c:13]2[cH:14][cH:15][c:16]([N+:19]([O-:20])=[O:21])[cH:17][cH:18]2)=[O:22])[c:23]2[cH:24][cH:25][cH:26][cH:27][cH:28]2)[cH:29][cH:30]1)[CH2:31][CH3:32].[CH3:33][CH2:34][OH:35]>>[CH2:1]([CH3:2])[N:3]([CH2:4][CH2:5][O:6][c:7]1[cH:8][cH:9][c:10]([N:11]([C:12]([c:13]2[cH:14][cH:15][c:16]([NH2:19])[cH:17][cH:18]2)=[O:22])[c:23]2[cH:24][cH:25][cH:26][cH:27][cH:28]2)[cH:29][cH:30]1)[CH2:31][CH3:32]. The reactants are N#N (N2), C(C)(=O)O.C(=N)N (formamidine acetate), P(=O)([O-])([O-])[O-].[K+].[K+].[K+] (potassium phosphate), Cl.NN1C(=CC(=C1)Br)C#N (1-Ammo-4-bromo-1H-pyrrole-2-carbonitrile hydrochloride). Run in hexanes, C(C)O (ethanol). Product: BrC=1C=C2C(=NC=NN2C1)N (6-Bromopyrrolo[2,1-f][1,2,4]triazin-4-amine). The yield is 75.8%. Reaction SMILES: Cl.[NH2:2][N:3]1[CH:7]=[C:6]([Br:8])[CH:5]=[C:4]1C#N.[C:11](O)(=O)C.[CH:15]([NH2:17])=[NH:16].P([O-])([O-])([O-])=O.[K+].[K+].[K+].N#N>C(O)C>[Br:8][C:6]1[CH:5]=[C:4]2[N:3]([CH:7]=1)[N:2]=[CH:11][N:16]=[C:15]2[NH2:17] |f:0.1,2.3,4.5.6.7|. Procedure details: To a stirred suspension of 1-Ammo-4-bromo-1H-pyrrole-2-carbonitrile hydrochloride (17 g, 61.1 mmol) in absolute ethanol (350 mL) was added formamidine acetate (31.8 g, 305 mmol) and potassium phosphate (64.9 g, 305 mol). The suspension was heated for 18 hours @ 78° C. (under N2), then cooled, filtered and concentrated to dryness in vacuo. The residue was mixed with ice water (2 L) and the dark grayish-brown solids were collected by suction filtration. The solids were taken up in refluxing MeOH a... Reactants: C1CCOC1, COC(=O)C(C)(C)NC(=O)c1ccc2ccccc2c1O, CC(O)c1nc2ccccc2s1. Yields the product COC(=O)C(C)(C)NC(=O)c1ccc2ccccc2c1OC(C)c1nc2ccccc2s1. As a reaction SMILES: [CH2:34]1[O:35][CH2:36][CH2:37][CH2:38]1.[CH3:1][O:2][C:3]([C:4]([CH3:5])([CH3:6])[NH:7][C:8](=[O:9])[c:10]1[c:11]([OH:20])[c:12]2[cH:13][cH:14][cH:15][cH:16][c:17]2[cH:18][cH:19]1)=[O:21].[s:22]1[c:23]([CH:31]([CH3:32])[OH:33])[n:24][c:25]2[c:26]1[cH:27][cH:28][cH:29][cH:30]2>>[CH3:1][O:2][C:3]([C:4]([CH3:5])([CH3:6])[NH:7][C:8](=[O:9])[c:10]1[c:11]([O:20][CH:31]([c:23]2[s:22][c:26]3[c:25]([n:24]2)[cH:30][cH:29][cH:28][cH:27]3)[CH3:32])[c:12]2[cH:13][cH:14][cH:15][cH:16][c:17]2[cH:18][cH:19]1)=[O:21]. The reactants are CC1(OCCO1)CCCC(C(=O)N1C(OCC1)=O)CC=C (3-(2-[3-(2-methyl-[1,3]dioxolan-2-yl)-propyl]-pent-4-enoyl)-oxazolidin-2-one), sudan III, O=[O+][O-] (ozone), C1=CC=C(C=C1)P(C2=CC=CC=C2)C3=CC=CC=C3 (PPh3). Run in C(Cl)Cl (CH2Cl2). Run at time 3 hour. Product: EtOAc hexanes, CC1(OCCO1)CCCC(CC=O)C(=O)N1C(OCC1)=O (6-(2-methyl-[1,3]dioxolan-2-yl)-3-(2-oxo-oxazolidine-3-carbonyl)-hexanal). Yield: 20.0%. As a reaction SMILES: [CH3:1][C:2]1([CH2:7][CH2:8][CH2:9][CH:10]([CH2:19][CH:20]=C)[C:11]([N:13]2[CH2:17][CH2:16][O:15][C:14]2=[O:18])=[O:12])[O:6][CH2:5][CH2:4][O:3]1.[O:22]=[O+][O-].C1C=CC(P(C2C=CC=CC=2)C2C=CC=CC=2)=CC=1>C(Cl)Cl>[CH3:1][C:2]1([CH2:7][CH2:8][CH2:9][CH:10]([C:11]([N:13]2[CH2:17][CH2:16][O:15][C:14]2=[O:18])=[O:12])[CH2:19][CH:20]=[O:22])[O:3][CH2:4][CH2:5][O:6]1. Procedure details: To a stirred solution of 2-4 (4.0 g, 13.5 mmol), sudan III (10 mg) and CH2Cl2 (350 mL) at -78° C. under argon was bubbled ozone until red solution changed to yellow-orange. The solution was purged with argon for 30 minutes. PPh3 (5.28 g, 20.3 mmol) was added followed by the removal of the cooling bath. After 3.0 h, the reaction was concentrated. Flash chromatography (silica, 20%-50% EtOAc/hexanes) gave 2-5 as a yellow oil. Reactants: [Si](C1=CC=CC=C1)(C1=CC=CC=C1)(C(C)(C)C)OC1=CC=C(OC[C@H](CNCCC2=CC=C(NC3CCN(CC3)C(=O)NCC3=C(C=C(C=C3)N3N=CC=C3)C(F)(F)F)C=C2)O)C=C1 (4-[4-(2-{[(2S)-3-(4-{[tert-Butyl(diphenyl)silyl]oxy}phenoxy)-2-hydroxypropyl]amino}ethyl)anilino]-N-[4-(1H-pyrazol-1-yl)-2-(trifluoromethyl)benzyl]-1-piperidinecarboxamide). Solvent: C(Cl)(Cl)Cl.CO (chloroform methanol). The product is N1(N=CC=C1)C1=CC(=C(CNC(=O)N2CCC(CC2)NC2=CC=C(C=C2)CCNC[C@@H](COC2=CC=C(C=C2)O)O)C=C1)C(F)(F)F (4-(4-{2-[(2S)-2-Hydroxy-3-(4-hydroxy-phenoxy)-propylamino]-ethyl}-phenylamino)-piperidine-1-carboxylic Acid 4-pyrazol-1-yl-2-trifluoromethyl-benzylamide). The yield is 65.0%. As a reaction SMILES: [Si]([O:18][C:19]1[CH:64]=[CH:63][C:22]([O:23][CH2:24][C@@H:25]([OH:62])[CH2:26][NH:27][CH2:28][CH2:29][C:30]2[CH:61]=[CH:60][C:33]([NH:34][CH:35]3[CH2:40][CH2:39][N:38]([C:41]([NH:43][CH2:44][C:45]4[CH:50]=[CH:49][C:48]([N:51]5[CH:55]=[CH:54][CH:53]=[N:52]5)=[CH:47][C:46]=4[C:56]([F:59])([F:58])[F:57])=[O:42])[CH2:37][CH2:36]3)=[CH:32][CH:31]=2)=[CH:21][CH:20]=1)(C(C)(C)C)(C1C=CC=CC=1)C1C=CC=CC=1>C(Cl)(Cl)Cl.CO>[N:51]1([C:48]2[CH:49]=[CH:50][C:45]([CH2:44][NH:43][C:41]([N:38]3[CH2:37][CH2:36][CH:35]([NH:34][C:33]4[CH:32]=[CH:31][C:30]([CH2:29][CH2:28][NH:27][CH2:26][C@H:25]([OH:62])[CH2:24][O:23][C:22]5[CH:21]=[CH:20][C:19]([OH:18])=[CH:64][CH:63]=5)=[CH:61][CH:60]=4)[CH2:40][CH2:39]3)=[O:42])=[C:46]([C:56]([F:58])([F:57])[F:59])[CH:47]=2)[CH:55]=[CH:54][CH:53]=[N:52]1 |f:1.2|. Reported procedure: 4-[4-(2-{[(2S)-3-(4-{[tert-Butyl(diphenyl)silyl]oxy}phenoxy)-2-hydroxypropyl]amino}ethyl)anilino]-N-[4-(1H-pyrazol-1-yl)-2-(trifluoromethyl)benzyl]-1-piperidinecarboxamide (0.18 g, 0.20 mmol) was reacted according to Procedure H (eluant: 5:1 chloroform-methanol containing 1% ammonium hydroxide) to give the title compound (0.09 g, 0.13 mmol) The reactants are BrC1=C(CN2C(O[C@@H]([C@@H]2C)C2=CC=CC=C2)=O)C=C(C=C1)F ((4S,5R)-3-(2-bromo-5-fluoro-benzyl)-4-methyl-5-phenyl-oxazolidin-2-one), COC(CC1=CC(=C(C=C1)OC)B1OC(C(O1)(C)C)(C)C)=O ([4-methoxy-3-(4,4,5,5-tetramethyl-[1,3,2]dioxaborolan-2-yl)-phenyl]-acetic acid methyl ester). Product: COC(CC=1C=C(C(=CC1)OC)C1=C(C=C(C=C1)F)CN1C(O[C@@H]([C@@H]1C)C1=CC=CC=C1)=O)=O ([4′-Fluoro-6-methoxy-2′-((4S,5R)-4-methyl-2-oxo-5-phenyl-oxazolidin-3-ylmethyl)-biphenyl-3-yl]-acetic acid methyl ester). Reaction SMILES: Br[C:2]1[CH:21]=[CH:20][C:19]([F:22])=[CH:18][C:3]=1[CH2:4][N:5]1[C@@H:9]([CH3:10])[C@@H:8]([C:11]2[CH:16]=[CH:15][CH:14]=[CH:13][CH:12]=2)[O:7][C:6]1=[O:17].[CH3:23][O:24][C:25](=[O:44])[CH2:26][C:27]1[CH:32]=[CH:31][C:30]([O:33][CH3:34])=[C:29](B2OC(C)(C)C(C)(C)O2)[CH:28]=1>>[CH3:23][O:24][C:25](=[O:44])[CH2:26][C:27]1[CH:28]=[C:29]([C:2]2[CH:21]=[CH:20][C:19]([F:22])=[CH:18][C:3]=2[CH2:4][N:5]2[C@@H:9]([CH3:10])[C@@H:8]([C:11]3[CH:16]=[CH:15][CH:14]=[CH:13][CH:12]=3)[O:7][C:6]2=[O:17])[C:30]([O:33][CH3:34])=[CH:31][CH:32]=1. Procedure: Prepared according to the procedure described in Example 1, Step 4, using the following starting materials: (4S,5R)-3-(2-bromo-5-fluoro-benzyl)-4-methyl-5-phenyl-oxazolidin-2-one and [4-methoxy-3-(4,4,5,5-tetramethyl-[1,3,2]dioxaborolan-2-yl)-phenyl]-acetic acid methyl ester. Reactants: CC1(N(C(C(N1)C)=O)CC(=O)N)C (2,2,4- trimethyl-5-oxo-1-imidazolidineacetamide), C(C1=CC=CC=C1)OC(=O)NCC(=O)O (N-benzyloxycarbonylglycine). As a reaction SMILES: [CH3:1][C:2]1([CH3:13])[NH:6][CH:5]([CH3:7])[C:4](=[O:8])[N:3]1[CH2:9][C:10]([NH2:12])=[O:11].[CH2:14]([O:21][C:22]([NH:24][CH2:25][C:26](O)=[O:27])=[O:23])[C:15]1[CH:20]=[CH:19][CH:18]=[CH:17][CH:16]=1>>[CH2:14]([O:21][C:22]([NH:24][CH2:25][C:26]([N:6]1[CH:5]([CH3:7])[C:4](=[O:8])[N:3]([CH2:9][C:10]([NH2:12])=[O:11])[C:2]1([CH3:1])[CH3:13])=[O:27])=[O:23])[C:15]1[CH:20]=[CH:19][CH:18]=[CH:17][CH:16]=1. Yields the product C(C1=CC=CC=C1)OC(=O)NCC(=O)N1C(N(C(C1C)=O)CC(=O)N)(C)C (3-(2-benzyloxycarbonylaminoacetyl)-2,2,4-trimethyl-5-oxo-1-imidazolidineacetamide). Reported procedure: The same procedure of Example 2, starting from 2,2,4- trimethyl-5-oxo-1-imidazolidineacetamide and N-benzyloxycarbonylglycine, afforded 3-(2-benzyloxycarbonylaminoacetyl)-2,2,4-trimethyl-5-oxo-1-imidazolidineacetamide, as an oil, then the title compound, m.p. 118° C. Mass spectrum (E.I., 70 eV, 1.5 mA), m/z=212 (M.+ --CH4N), 184 (M.+ --C2H4NO).